Dataset: the Open Reaction Database (ORD), a public repository of structured organic reaction records. Task: describe an organic reaction: reactants, conditions, products, and yield Starting materials: BrCC1CCCCC1, O=C([O-])[O-], CN1CCCC1=O, [K+], [K+], CNC(=O)c1cc(Oc2cc(Cl)c3nc(N)sc3c2)ccn1. The product is CNC(=O)c1cc(Oc2cc(Cl)c3nc(NCC4CCCCC4)sc3c2)ccn1. Reaction SMILES: [Br:23][CH2:24][CH:25]1[CH2:26][CH2:27][CH2:28][CH2:29][CH2:30]1.[C:31](=[O:32])([O-:33])[O-:34].[CH3:37][N:38]1[CH2:39][CH2:40][CH2:41][C:42]1=[O:43].[K+:35].[K+:36].[NH2:1][c:2]1[s:3][c:4]2[c:5]([n:6]1)[c:7]([Cl:22])[cH:8][c:9]([O:11][c:12]1[cH:13][c:14]([C:18](=[O:19])[NH:20][CH3:21])[n:15][cH:16][cH:17]1)[cH:10]2>>[NH:1]([c:2]1[s:3][c:4]2[c:5]([n:6]1)[c:7]([Cl:22])[cH:8][c:9]([O:11][c:12]1[cH:13][c:14]([C:18](=[O:19])[NH:20][CH3:21])[n:15][cH:16][cH:17]1)[cH:10]2)[CH2:24][CH:25]1[CH2:26][CH2:27][CH2:28][CH2:29][CH2:30]1. Starting materials: ClC=1C=C(C=C(C1)Cl)N(C(=S)N)CC(=C)Cl (N-(3,5-dichlorophenyl)-N-(2-chloro-2-propenyl)thiourea), S(O)(O)(=O)=O (sulfuric acid), C(O)([O-])=O.[Na+] (sodium hydrogen carbonate). Run in O (water). Reaction conditions: temperature 90 celsius. The product is N=C1SC(=CN1C1=CC(=CC(=C1)Cl)Cl)C (2-imino-3-(3,5-dichlorophenyl)-5-methyl-4-thiazoline). The yield is 60.8%. As a reaction SMILES: [Cl:1][C:2]1[CH:3]=[C:4]([N:9]([CH2:13][C:14](Cl)=[CH2:15])[C:10]([NH2:12])=[S:11])[CH:5]=[C:6]([Cl:8])[CH:7]=1.S(=O)(=O)(O)O.C(=O)([O-])O.[Na+]>O>[NH:12]=[C:10]1[N:9]([C:4]2[CH:3]=[C:2]([Cl:1])[CH:7]=[C:6]([Cl:8])[CH:5]=2)[CH:13]=[C:14]([CH3:15])[S:11]1 |f:2.3|. Reported procedure: N-(3,5-dichlorophenyl)-N-(2-chloro-2-propenyl)thiourea (0.30 g) was added to 90% sulfuric acid (3.5 g) at room temperature with stirring, and the mixture was heated to 90° C. and stirred at the same temperature for 1.0 hour. After cooling, water was added to the reaction mixture, which was then neutralized by addition of sodium hydrogen carbonate and extracted with ethyl acetate. The organic layer was washed with water. The solvent was removed by distillation under reduced pressure, and the resi...